This data is from the Open Reaction Database (ORD), a public repository of structured organic reaction records. The task is: describe an organic reaction: reactants, conditions, products, and yield Starting materials: COc1ccc(C(=O)CBr)cc1, CN(C)C=O, CCOC(C)=O, [H-], [Na+], CCCOc1cc(=O)[nH]c(=O)n1Cc1ccc(-c2ccccc2C#N)cc1F. The product is CCCOc1cc(=O)n(CC(=O)c2ccc(OC)cc2)c(=O)n1Cc1ccc(-c2ccccc2C#N)cc1F. Reaction SMILES: [Br:29][CH2:30][C:31](=[O:32])[c:33]1[cH:34][cH:35][c:36]([O:39][CH3:40])[cH:37][cH:38]1.[CH3:41][N:42]([CH3:43])[CH:44]=[O:45].[CH3:48][CH2:49][O:50][C:51](=[O:52])[CH3:53].[H-:46].[Na+:47].[O:1]=[c:2]1[n:3]([CH2:13][c:14]2[c:15]([F:28])[cH:16][c:17](-[c:20]3[c:21]([C:26]#[N:27])[cH:22][cH:23][cH:24][cH:25]3)[cH:18][cH:19]2)[c:4]([O:9][CH2:10][CH2:11][CH3:12])[cH:5][c:6](=[O:8])[nH:7]1>>[O:1]=[c:2]1[n:3]([CH2:13][c:14]2[c:15]([F:28])[cH:16][c:17](-[c:20]3[c:21]([C:26]#[N:27])[cH:22][cH:23][cH:24][cH:25]3)[cH:18][cH:19]2)[c:4]([O:9][CH2:10][CH2:11][CH3:12])[cH:5][c:6](=[O:8])[n:7]1[CH2:30][C:31](=[O:32])[c:33]1[cH:34][cH:35][c:36]([O:39][CH3:40])[cH:37][cH:38]1. The product is O=C(O)c1cccc(-c2cccc(CCS)c2C(=O)O)c1. Reaction SMILES: [C:1](=[O:2])([CH3:3])[S:4][CH2:5][CH2:6][c:7]1[c:8]([C:22](=[O:23])[OH:24])[c:9](-[c:13]2[cH:14][c:15]([C:19](=[O:20])[OH:21])[cH:16][cH:17][cH:18]2)[cH:10][cH:11][cH:12]1.[CH2:28]1[O:29][CH2:30][CH2:31][CH2:32]1.[ClH:27].[Na+:26].[OH-:25].[OH2:33]>>[SH:4][CH2:5][CH2:6][c:7]1[c:8]([C:22](=[O:23])[OH:24])[c:9](-[c:13]2[cH:14][c:15]([C:19](=[O:20])[OH:21])[cH:16][cH:17][cH:18]2)[cH:10][cH:11][cH:12]1. Reactants: CC(=O)SCCc1cccc(-c2cccc(C(=O)O)c2)c1C(=O)O, C1CCOC1, Cl, [Na+], [OH-], O.